From a dataset of the Open Reaction Database (ORD), a public repository of structured organic reaction records. describe an organic reaction: reactants, conditions, products, and yield Reactants: CC(C)OC(C)C, O=S(Cl)Cl, C[SH](Cc1c(-c2ccccc2)n[nH]c1Cl)c1ccccc1C(=O)O. The product is C[SH](Cc1c(-c2ccccc2)n[nH]c1Cl)c1ccccc1C(=O)Cl. Reaction SMILES: [CH:29]([O:30][CH:31]([CH3:32])[CH3:33])([CH3:34])[CH3:35].[S:25]([Cl:26])([Cl:27])=[O:28].[c:1]1(-[c:7]2[n:8][nH:9][c:10]([Cl:24])[c:11]2[CH2:12][SH:13]([CH3:14])[c:15]2[c:16]([C:17](=[O:18])[OH:19])[cH:20][cH:21][cH:22][cH:23]2)[cH:2][cH:3][cH:4][cH:5][cH:6]1>>[c:1]1(-[c:7]2[n:8][nH:9][c:10]([Cl:24])[c:11]2[CH2:12][SH:13]([CH3:14])[c:15]2[c:16]([C:17](=[O:18])[Cl:27])[cH:20][cH:21][cH:22][cH:23]2)[cH:2][cH:3][cH:4][cH:5][cH:6]1. Reactants: CCO, CS(=O)(=O)Nc1cccc(C=C2c3ccccc3CCc3ccccc32)c1. Yields the product CS(=O)(=O)Nc1cccc(CC2c3ccccc3CCc3ccccc32)c1. As a reaction SMILES: [CH3:28][CH2:29][OH:30].[cH:1]1[cH:2][cH:3][cH:4][c:5]2[c:11]1[CH2:10][CH2:9][c:8]1[c:7]([cH:15][cH:14][cH:13][cH:12]1)[C:6]2=[CH:16][c:17]1[cH:18][c:19]([NH:23][S:24](=[O:25])(=[O:26])[CH3:27])[cH:20][cH:21][cH:22]1>>[cH:1]1[cH:2][cH:3][cH:4][c:5]2[c:11]1[CH2:10][CH2:9][c:8]1[c:7]([cH:15][cH:14][cH:13][cH:12]1)[CH:6]2[CH2:16][c:17]1[cH:18][c:19]([NH:23][S:24](=[O:25])(=[O:26])[CH3:27])[cH:20][cH:21][cH:22]1. The reactants are N1(CCNCC1)C1=NC=CC=C1[N+](=O)[O-] (2-(1-piperazinyl)-3-nitropyridine), Cl (hydrochloric acid). Solvent: C(C)O (ethanol). Yields the product NC=1C(=NC=CC1)N1CCNCC1 (3-amino-2-(1-piperazinyl)pyridine). As a reaction SMILES: [N:1]1([C:7]2[C:12]([N+:13]([O-])=O)=[CH:11][CH:10]=[CH:9][N:8]=2)[CH2:6][CH2:5][NH:4][CH2:3][CH2:2]1.Cl>C(O)C>[NH2:13][C:12]1[C:7]([N:1]2[CH2:2][CH2:3][NH:4][CH2:5][CH2:6]2)=[N:8][CH:9]=[CH:10][CH:11]=1. Procedure details: 2-(1-piperazinyl)-3-nitropyridine (24.50 g), ethanol (445 ml) and hydrochloric acid (1.2N, 44 ml) are combined and hydrogenated overnight at 40 psi, refilling when necessary. The mixture is filtered through celite, washed with ethanol, chloroform, ethanol and water. The organic solvents are removed with heat and reduced pressure. The remaining material is partitioned between methylene chloride (3×250 ml) and sodium bicarbonate. The organic layers are combined, dried over potassium carbonate, fil...